Dataset: the Open Reaction Database (ORD), a public repository of structured organic reaction records. Task: describe an organic reaction: reactants, conditions, products, and yield Starting materials: COC=1C=C2C=NNC(C2=CC1)=O (6-methoxy-2H-phthalazin-1-one), N#N (N2), P(=O)(Cl)(Cl)Cl (phosphorous oxychloride). Solvent: C(C)#N (acetonitrile). The product is ClC1=NN=CC2=CC(=CC=C12)OC (1-Chloro-6-methoxy-phthalazine). Yield: 98.2%. RXN SMILES: [CH3:1][O:2][C:3]1[CH:4]=[C:5]2[C:10](=[CH:11][CH:12]=1)[C:9](=O)[NH:8][N:7]=[CH:6]2.N#N.P(Cl)(Cl)([Cl:18])=O>C(#N)C>[Cl:18][C:9]1[C:10]2[C:5](=[CH:4][C:3]([O:2][CH3:1])=[CH:12][CH:11]=2)[CH:6]=[N:7][N:8]=1. Procedure: A suspension of 6-methoxy-2H-phthalazin-1-one (6.4 g, 36.3 mmoles), prepared as described in example 3, in acetonitrile (65 ml) under stirring and dry N2 at room temperature, was dropwise added with phosphorous oxychloride (6.8 ml, 73 mmoles), then the mixture was refluxed. After 3 hours the mixture was concentrated, taken up in water, neutralised with NaHCO3 and extracted more times with CH2Cl2. The organic phases were washed with water, anhydrified and concentrated to give 6.94 g of the title ... The reactants are C/C=1/C(=O)OC(\C1)=O (2-methylmaleic anhydride), C(C=CC1=CC=CC=C1)(=O)C=P(C1=CC=CC=C1)(C1=CC=CC=C1)C1=CC=CC=C1 (cinnamoylmethylenetriphenylphosphorane). The solvent is C1=CC=CC=C1 (benzene), C1=CC=CC=C1 (benzene). The product is C(C=CC1=CC=CC=C1)(=O)\C=C\1/C=C(C(=O)O1)C (E-4-cinnamoylmethylidene-2-methylbut-2-en-4-olide). Isolated yield 72.5%. RXN SMILES: [CH3:1][C:2]1[C:3]([O:5][C:6](=O)[CH:7]=1)=[O:4].[C:9]([CH:19]=P(C1C=CC=CC=1)(C1C=CC=CC=1)C1C=CC=CC=1)(=[O:18])[CH:10]=[CH:11][C:12]1[CH:17]=[CH:16][CH:15]=[CH:14][CH:13]=1>C1C=CC=CC=1>[C:9](/[CH:19]=[C:6]1\[CH:7]=[C:2]([CH3:1])[C:3]([O:5]\1)=[O:4])(=[O:18])[CH:10]=[CH:11][C:12]1[CH:17]=[CH:16][CH:15]=[CH:14][CH:13]=1. Reported procedure: A solution of 2-methylmaleic anhydride (3) (1.8 g, 16.1 mmol) in benzene (10 mL) is added to a refluxed solution of 4 (5.5 g, 13.5 mmol) in benzene (50 mL) under nitrogen. After refluxing for 6 hrs, TLC indicated complete consumption of 12. The reaction mixture is evaporated to dryness, and the residue is chromatographied on silica gel using hexanes-acetone (4:1) to yield E-4-cinnamoylmethylidene-2-methylbut-2-en-4-olide (5) (2.35 g, 73%) as yellow needles [from chloroform-methanol (1:1)]: mp 16... Starting materials: C(=O)NC=1SC=C(N1)C(C(=O)NC1[C@@H]2N(C(=C(CS2)Cl)C(=O)O)C1=O)=NOCCCCCC (7-[2-(2-formamidothiazol-4-yl)-2-n-hexyloxyiminoacetamido]-3-chloro-3-cephem-4-carboxylic acid), Cl (hydrochloric acid). Run in O1CCCC1 (tetrahydrofuran). Reaction conditions: time 2 hour. Yields the product NC=1SC=C(N1)C(C(=O)NC1[C@@H]2N(C(=C(CS2)Cl)C(=O)O)C1=O)=NOCCCCCC (7-[2-(2-aminothiazol-4-yl)-2-n-hexyloxyiminoacetamido]-3-chloro-3-cephem-4-carboxylic acid). Isolated yield 81.9%. Reaction SMILES: C([NH:3][C:4]1[S:5][CH:6]=[C:7]([C:9](=[N:26][O:27][CH2:28][CH2:29][CH2:30][CH2:31][CH2:32][CH3:33])[C:10]([NH:12][CH:13]2[C:24](=[O:25])[N:15]3[C:16]([C:21]([OH:23])=[O:22])=[C:17]([Cl:20])[CH2:18][S:19][C@H:14]23)=[O:11])[N:8]=1)=O.Cl>O1CCCC1>[NH2:3][C:4]1[S:5][CH:6]=[C:7]([C:9](=[N:26][O:27][CH2:28][CH2:29][CH2:30][CH2:31][CH2:32][CH3:33])[C:10]([NH:12][CH:13]2[C:24](=[O:25])[N:15]3[C:16]([C:21]([OH:23])=[O:22])=[C:17]([Cl:20])[CH2:18][S:19][C@H:14]23)=[O:11])[N:8]=1. Reported procedure: A mixture of 7-[2-(2-formamidothiazol-4-yl)-2-n-hexyloxyiminoacetamido]-3-chloro-3-cephem-4-carboxylic acid (syn isomer, 2.4 g.), conc. hydrochloric acid (1.84 g.), methaol (36 ml.) and tetrahydrofuran (30 ml.) was stirred at 30° l C. for 2 hours. The resultant solution was concentrated in vacuo. Water (60 ml.) was added to the residue and the precipitates were collected by filtration, washed with water and dried over phosphorus pentoxide to give 7-[2-(2-aminothiazol-4-yl)-2-n-hexyloxyiminoaceta... Starting materials: Cc1cc(-c2cc(C(F)(F)F)nc(-c3ccnc(-c4cccc(S(=O)(=O)NC(C)(C)C)c4)c3)n2)ccc1Cl, ClCCl, O=C(O)C(F)(F)F. Yields the product Cc1cc(-c2cc(C(F)(F)F)nc(-c3ccnc(-c4cccc(S(N)(=O)=O)c4)c3)n2)ccc1Cl. As a reaction SMILES: [C:1]([CH3:2])([CH3:3])([CH3:4])[NH:5][S:6](=[O:7])(=[O:8])[c:9]1[cH:10][c:11](-[c:15]2[n:16][cH:17][cH:18][c:19](-[c:21]3[n:22][c:23]([C:35]([F:36])([F:37])[F:38])[cH:24][c:25](-[c:27]4[cH:28][c:29]([CH3:34])[c:30]([Cl:33])[cH:31][cH:32]4)[n:26]3)[cH:20]2)[cH:12][cH:13][cH:14]1.[Cl:46][CH2:47][Cl:48].[F:39][C:40]([F:41])([F:42])[C:43]([OH:44])=[O:45]>>[NH2:5][S:6](=[O:7])(=[O:8])[c:9]1[cH:10][c:11](-[c:15]2[n:16][cH:17][cH:18][c:19](-[c:21]3[n:22][c:23]([C:35]([F:36])([F:37])[F:38])[cH:24][c:25](-[c:27]4[cH:28][c:29]([CH3:34])[c:30]([Cl:33])[cH:31][cH:32]4)[n:26]3)[cH:20]2)[cH:12][cH:13][cH:14]1. Starting materials: ClCCl, CC(C)(C)OC(=O)N1CCN(Cc2ccc(C(O)(C(F)(F)F)C(F)(F)F)cc2)CC1, O=C(O)C(F)(F)F. Product: OC(c1ccc(CN2CCNCC2)cc1)(C(F)(F)F)C(F)(F)F. RXN SMILES: [Cl:38][CH2:39][Cl:40].[F:1][C:2]([C:3]([C:4]([F:5])([F:6])[F:7])([OH:8])[c:9]1[cH:10][cH:11][c:12]([CH2:13][N:14]2[CH2:15][CH2:16][N:17]([C:20]([O:21][C:22]([CH3:23])([CH3:24])[CH3:25])=[O:26])[CH2:18][CH2:19]2)[cH:27][cH:28]1)([F:29])[F:30].[OH:31][C:32]([C:33]([F:34])([F:35])[F:36])=[O:37]>>[F:1][C:2]([C:3]([C:4]([F:5])([F:6])[F:7])([OH:8])[c:9]1[cH:10][cH:11][c:12]([CH2:13][N:14]2[CH2:15][CH2:16][NH:17][CH2:18][CH2:19]2)[cH:27][cH:28]1)([F:29])[F:30]. Reactants: CC1=C(C=CC(=C1)[N+](=O)[O-])N=C1SC[C@@H](N1)CC(C)C ((4S)-2-(2-methyl-4-nitrophenylimino)-4-isobutyl-1,3-thiazolidine), C1(CC1)CBr (cyclopropylmethyl bromide). Yields the product CC1=C(C=CC(=C1)[N+](=O)[O-])N=C1SC[C@@H](N1CC1CC1)CC(C)C ((4S)-2-(2-methyl-4-nitrophenylimino)-4-isobutyl-3-(cyclopropylmethyl)-1,3-thiazolidine). Reaction SMILES: [CH3:1][C:2]1[CH:7]=[C:6]([N+:8]([O-:10])=[O:9])[CH:5]=[CH:4][C:3]=1[N:11]=[C:12]1[NH:16][C@@H:15]([CH2:17][CH:18]([CH3:20])[CH3:19])[CH2:14][S:13]1.[CH:21]1([CH2:24]Br)[CH2:23][CH2:22]1>>[CH3:1][C:2]1[CH:7]=[C:6]([N+:8]([O-:10])=[O:9])[CH:5]=[CH:4][C:3]=1[N:11]=[C:12]1[N:16]([CH2:24][CH:21]2[CH2:23][CH2:22]2)[C@@H:15]([CH2:17][CH:18]([CH3:20])[CH3:19])[CH2:14][S:13]1. Reported procedure: (1S)-1-(Hydroxymethyl)-3-methylbutylamine was made from (L)-leucine methyl ester as described in Method B1b. The 2-hydroxyethylamine was converted to (1S)-1-(chloromethyl)-3-methylbutanammonium chloride as described in Method B7a. 2-Methyl-4-nitrophenyl isothiocyanate was reacted with (1S)-1-(chloromethyl)-3-methylbutanammonium chloride according to Method C1a to give (4S)-2-(2-methyl-4-nitrophenylimino)-4-isobutyl-1,3-thiazolidine. The thiazolidine was reacted with cyclopropylmethyl bromide acc...